From a dataset of the Open Reaction Database (ORD), a public repository of structured organic reaction records. describe an organic reaction: reactants, conditions, products, and yield Starting materials: ClC1=NC(=CC2=CC=CC=C12)NC1=NNC=C1 ((1-chloro-isoquinolin-3-yl)-(1H-pyrazol-3-yl)-amine), C1(=CC=CC=C1)B(O)O (phenylboronic acid). Yields the product C1(=CC=CC=C1)C1=NC(=CC2=CC=CC=C12)NC1=NNC=C1 ((1-phenyl-isoquinolin-3-yl)-(1H-pyrazol-3-yl)-amine). As a reaction SMILES: Cl[C:2]1[C:11]2[C:6](=[CH:7][CH:8]=[CH:9][CH:10]=2)[CH:5]=[C:4]([NH:12][C:13]2[CH:17]=[CH:16][NH:15][N:14]=2)[N:3]=1.[C:18]1(B(O)O)[CH:23]=[CH:22][CH:21]=[CH:20][CH:19]=1>>[C:18]1([C:2]2[C:11]3[C:6](=[CH:7][CH:8]=[CH:9][CH:10]=3)[CH:5]=[C:4]([NH:12][C:13]3[CH:17]=[CH:16][NH:15][N:14]=3)[N:3]=2)[CH:23]=[CH:22][CH:21]=[CH:20][CH:19]=1. Procedure details: Similar procedure as described in example 131 was used, starting from (1-chloro-isoquinolin-3-yl)-(1H-pyrazol-3-yl)-amine and phenylboronic acid to give (1-phenyl-isoquinolin-3-yl)-(1H-pyrazol-3-yl)-amine. LC-MS m/e 287(MH+). Yields the product FC1=C(C=C(C=C1)[C@@H](C[C@@H](C(=O)O)CC=C)O)C ((S)-2-((R)-2-(4-Fluoro-3-methylphenyl)-2-hydroxyethyl)pent-4-enoic acid). The solvent is O1CCOCC1 (dioxane). Procedure details: To a solution of 150 mg (3S,5R)-3-allyl-5-(4-fluoro-3-methylphenyl)dihydrofuran-2(3H)-one in 5 mL dioxane was added 5 mL aq. 5% KOH at 25° C. The mixture was stirred for 30 min at 25° C. then hydrolyzed with 10 mL of 1M HCl. The resulting mixture was extracted twice with ethyl acetate (10 mL). The combined organic layers were then extracted with 5 mL 5% K2CO3 three times and the combined aqueous layers acidified with 1M HCl to pH3. The resulting mixture was extracted with ethyl acetate (3×30 mL)... Reaction SMILES: [CH2:1]([C@H:4]1[CH2:8][C@H:7]([C:9]2[CH:14]=[CH:13][C:12]([F:15])=[C:11]([CH3:16])[CH:10]=2)[O:6][C:5]1=[O:17])[CH:2]=[CH2:3].[OH-:18].[K+].Cl>O1CCOCC1>[F:15][C:12]1[CH:13]=[CH:14][C:9]([C@H:7]([OH:6])[CH2:8][C@H:4]([CH2:1][CH:2]=[CH2:3])[C:5]([OH:17])=[O:18])=[CH:10][C:11]=1[CH3:16] |f:1.2|. Starting materials: C(C=C)[C@@H]1C(O[C@H](C1)C1=CC(=C(C=C1)F)C)=O ((3S,5R)-3-allyl-5-(4-fluoro-3-methylphenyl)dihydrofuran-2(3H)-one), [OH-].[K+] (KOH), Cl (HCl). Run at temperature 25 celsius, time 30 minute. Starting materials: O=C([O-])[O-], CO, Cl, [K+], [K+], O, CCC(O)(CC)c1cc(-c2ncc(OC)c3c(C(=O)C(=O)OC)c[nH]c23)n[nH]1. The product is CCC(O)(CC)c1cc(-c2ncc(OC)c3c(C(=O)C(=O)O)c[nH]c23)n[nH]1. Reaction SMILES: [C:31](=[O:32])([O-:33])[O-:34].[CH3:29][OH:30].[ClH:37].[K+:35].[K+:36].[OH2:38].[OH:1][C:2]([CH2:3][CH3:4])([CH2:5][CH3:6])[c:7]1[cH:8][c:9](-[c:12]2[n:13][cH:14][c:15]([O:27][CH3:28])[c:16]3[c:17]2[nH:18][cH:19][c:20]3[C:21]([C:22](=[O:23])[O:24][CH3:25])=[O:26])[n:10][nH:11]1>>[OH:1][C:2]([CH2:3][CH3:4])([CH2:5][CH3:6])[c:7]1[cH:8][c:9](-[c:12]2[n:13][cH:14][c:15]([O:27][CH3:28])[c:16]3[c:17]2[nH:18][cH:19][c:20]3[C:21]([C:22](=[O:23])[OH:24])=[O:26])[n:10][nH:11]1. Starting materials: C(#N)C1=CC2=CC[C@H]3[C@@H]4CC[C@@H]([C@@]4(C)CC[C@@H]3[C@]2(CC1)C)C(SC1=NC=CC=C1)=O (S-2-pyridyl 3-cyanoandrosta-3,5-diene-17β-thiocarboxylate), FC1=CC=C(C=C1)C(C)(C)N (1-(4-fluorophenyl)-1-methylethylamine). Yields the product FC1=CC=C(C=C1)C(C)(C)NC(=O)[C@@H]1[C@]2(C)[C@@H](CC1)[C@@H]1CC=C3C=C(CC[C@]3(C)[C@H]1CC2)C#N (N-[1-(4-Fluorophenyl)-1-methylethyl]-3-cyanoandrosta-3,5-diene-17β-carboxamide). The yield is 82.0%. Reaction SMILES: [C:1]([C:3]1[CH2:20][CH2:19][C@@:18]2([CH3:21])[C:5](=[CH:6][CH2:7][C@@H:8]3[C@@H:17]2[CH2:16][CH2:15][C@@:13]2([CH3:14])[C@H:9]3[CH2:10][CH2:11][C@@H:12]2[C:22](=[O:30])SC2C=CC=CN=2)[CH:4]=1)#[N:2].[F:31][C:32]1[CH:37]=[CH:36][C:35]([C:38]([NH2:41])([CH3:40])[CH3:39])=[CH:34][CH:33]=1>>[F:31][C:32]1[CH:33]=[CH:34][C:35]([C:38]([NH:41][C:22]([C@H:12]2[CH2:11][CH2:10][C@H:9]3[C@H:8]4[C@H:17]([CH2:16][CH2:15][C@:13]23[CH3:14])[C@:18]2([CH3:21])[C:5]([CH:4]=[C:3]([C:1]#[N:2])[CH2:20][CH2:19]2)=[CH:6][CH2:7]4)=[O:30])([CH3:39])[CH3:40])=[CH:36][CH:37]=1. Procedure details: Following a procedure similar to that described in Example 3(b), but using S-2-pyridyl 3-cyanoandrosta-3,5-diene-17β-thiocarboxylate [prepared as described in Example 3(a)] and 1-(4-fluorophenyl)-1-methylethylamine (prepared as described in Preparation 10f) as starting materials, in relative proportions similar to those used in that Example, the title compound was obtained in a yield of 82%. Reactants: BrC1=CC(=C(N)C=C1)[N+](=O)[O-] (4-bromo-2-nitroaniline), C(CCC)[Sn](C1=CC=CC=C1)(CCCC)CCCC (tributylphenyl tin), C1(=CC=CC=C1)P(C1=CC=CC=C1)C1=CC=CC=C1 (triphenylphosphine). Reagents/catalysts: C1=CC=C(C=C1)P(C2=CC=CC=C2)C3=CC=CC=C3.C1=CC=C(C=C1)P(C2=CC=CC=C2)C3=CC=CC=C3.Cl[Pd]Cl (bis(triphenylphosphine)palladium (II) chloride). Run in CN(C)C=O (DMF). Yields the product C1(=CC=CC=C1)C1=CC(=C(N)C=C1)[N+](=O)[O-] (4-Phenyl-2-nitroaniline). The yield is 75.2%. As a reaction SMILES: Br[C:2]1[CH:8]=[CH:7][C:5]([NH2:6])=[C:4]([N+:9]([O-:11])=[O:10])[CH:3]=1.C([Sn](CCCC)(CCCC)[C:17]1[CH:22]=[CH:21][CH:20]=[CH:19][CH:18]=1)CCC.C1(P(C2C=CC=CC=2)C2C=CC=CC=2)C=CC=CC=1>CN(C=O)C.C1C=CC(P(C2C=CC=CC=2)C2C=CC=CC=2)=CC=1.C1C=CC(P(C2C=CC=CC=2)C2C=CC=CC=2)=CC=1.Cl[Pd]Cl>[C:17]1([C:2]2[CH:8]=[CH:7][C:5]([NH2:6])=[C:4]([N+:9]([O-:11])=[O:10])[CH:3]=2)[CH:22]=[CH:21][CH:20]=[CH:19][CH:18]=1 |f:4.5.6|. Procedure: A solution of 4-bromo-2-nitroaniline 17 (1.0 g, 4.67 mmol), tributylphenyl tin (2.2 g, 6.07 mmol), bis(triphenylphosphine)palladium (II) chloride (164 mg, 0.234 mmol), and triphenylphosphine (613 mg, 2.34 mmol) in DMF (15 ml) was heated under N2 at 120° C. overnight. After the solution was cooled to room temperature, the reaction mixture was directly chromatographed on silica gel eluting with 2-5% EtOAc/Hexane to give 752 mg (75%) of 5 as a yellow solid: mp 169-171° C.; IR (CHCl3) 3517, 3398, 30...